From a dataset of the Open Reaction Database (ORD), a public repository of structured organic reaction records. describe an organic reaction: reactants, conditions, products, and yield Procedure: Benzhydryl 5-trifluoromethanesulfonyloxypyridine-2-carboxylate (3.0 g) was heated with 4-methylpiperidine (1.4 g) at 80° C. for one hour. The reaction mixture was immediately purified by preparative HPLC and then hydrogenated in analogy to method. This resulted in the product with the molecular weight of 220.27 (C12H16N2O2); MS (ESI): 221 (M+H+). Yields the product CC1CCN(CC1)C=1C=NC(=CC1)C(=O)O (4-Methyl-3,4,5,6-tetrahydro-2H-[1,3′]bipyridinyl-6′-carboxylic acid). RXN SMILES: FC(F)(F)S(O[C:7]1[CH:8]=[CH:9][C:10]([C:13]([O:15]C(C2C=CC=CC=2)C2C=CC=CC=2)=[O:14])=[N:11][CH:12]=1)(=O)=O.[CH3:31][CH:32]1[CH2:37][CH2:36][NH:35][CH2:34][CH2:33]1>>[CH3:31][CH:32]1[CH2:37][CH2:36][N:35]([C:7]2[CH:12]=[N:11][C:10]([C:13]([OH:15])=[O:14])=[CH:9][CH:8]=2)[CH2:34][CH2:33]1. Reactants: FC(S(=O)(=O)OC=1C=CC(=NC1)C(=O)OC(C1=CC=CC=C1)C1=CC=CC=C1)(F)F (Benzhydryl 5-trifluoromethanesulfonyloxypyridine-2-carboxylate), CC1CCNCC1 (4-methylpiperidine). Yields the product COc1ccc(N2CC3CC2CO3)cc1N. RXN SMILES: [CH3:1][O:2][c:3]1[c:4]([N+:16]([O-:17])=[O:18])[cH:5][c:6]([N:9]2[CH:10]3[CH2:11][O:12][CH:13]([CH2:14]2)[CH2:15]3)[cH:7][cH:8]1.[CH3:21][OH:22].[Cl:23][CH2:24][Cl:25].[H:19][H:20]>>[CH3:1][O:2][c:3]1[c:4]([NH2:16])[cH:5][c:6]([N:9]2[CH:10]3[CH2:11][O:12][CH:13]([CH2:14]2)[CH2:15]3)[cH:7][cH:8]1. The reactants are COc1ccc(N2CC3CC2CO3)cc1[N+](=O)[O-], CO, ClCCl, [H][H]. Reactants: [OH-].[Na+] (sodium hydroxide), ClC1=CC=C(C=C1)NCC(COC1=CC=C(C(=O)OC)C=C1)C (Methyl 4-[3 [N-[4-chlorophenyl)amino]-2-methylpropoxy]benzoate), Cl (hydrochloric acid). The solvent is O (water), CO (methanol). Run at temperature 60 celsius, time 15 hour. Product: ClC1=CC=C(C=C1)NCC(COC1=CC=C(C(=O)O)C=C1)C (4-[3-[N-(4-Chlorophenyl)amino]-2-methylpropoxy]benzoic acid). Yield: 80.5%. Reaction SMILES: [Cl:1][C:2]1[CH:7]=[CH:6][C:5]([NH:8][CH2:9][CH:10]([CH3:23])[CH2:11][O:12][C:13]2[CH:22]=[CH:21][C:16]([C:17]([O:19]C)=[O:18])=[CH:15][CH:14]=2)=[CH:4][CH:3]=1.[OH-].[Na+].Cl>CO.O>[Cl:1][C:2]1[CH:3]=[CH:4][C:5]([NH:8][CH2:9][CH:10]([CH3:23])[CH2:11][O:12][C:13]2[CH:14]=[CH:15][C:16]([C:17]([OH:19])=[O:18])=[CH:21][CH:22]=2)=[CH:6][CH:7]=1 |f:1.2|. Procedure details: Methyl 4-[3 [N-[4-chlorophenyl)amino]-2-methylpropoxy]benzoate (2.80 g) was dissolved in methanol (30 ml) and thereto was added a solution of sodium hydroxide (1.00 g) in water (8 ml), and the mixture was heated with stirring at 60° C. for 15 hours. The reaction mixture was cooled and thereto was added conc. hydrochloric acid (2.20 ml), and the mixture was concentrated under reduced pressure. To the residue was added water and it was crushed, and was collected by filtration. The resultant was di... The reactants are CCN1CCNCC1, CN(C)C=O, CCN(C(C)C)C(C)C, O=[N+]([O-])c1ccc(F)cc1. Yields the product CCN1CCN(c2ccc([N+](=O)[O-])cc2)CC1. As a reaction SMILES: [CH2:11]([CH3:12])[N:13]1[CH2:14][CH2:15][NH:16][CH2:17][CH2:18]1.[CH3:28][N:29]([CH3:30])[CH:31]=[O:32].[CH:19]([N:20]([CH2:21][CH3:22])[CH:23]([CH3:24])[CH3:25])([CH3:26])[CH3:27].[F:1][c:2]1[cH:3][cH:4][c:5]([N+:8](=[O:9])[O-:10])[cH:6][cH:7]1>>[c:2]1([N:16]2[CH2:15][CH2:14][N:13]([CH2:11][CH3:12])[CH2:18][CH2:17]2)[cH:3][cH:4][c:5]([N+:8](=[O:9])[O-:10])[cH:6][cH:7]1. The reactants are ClC1=CC2=C(N(C=N2)[C@H]2C=C[C@H](C2)CO)C=C1Cl ((±)-cis-[4-(5,6-Dichloro-1H-benzimidazol-1-yl)-2-cyclopenten-1-yl]methanol), C(C)(=O)OC(C)=O (acetic anhydride), material, BrN1C(CCC1=O)=O (N-bromosuccinimide). Solvent: N1=CC=CC=C1 (pyridine). The product is BrC1=NC2=C(N1[C@H]1C=C[C@H](C1)CO)C=C(C(=C2)Cl)Cl ((±)-cis-[4-(2-Bromo-5,6-dichloro-1H-benzimidazol-1-yl)-2-cyclopenten-1-yl]methanol). The yield is 14.8%. RXN SMILES: [Cl:1][C:2]1[C:17]([Cl:18])=[CH:16][C:5]2[N:6]([C@@H:9]3[CH2:13][C@H:12]([CH2:14][OH:15])[CH:11]=[CH:10]3)[CH:7]=[N:8][C:4]=2[CH:3]=1.C(OC(=O)C)(=O)C.[Br:26]N1C(=O)CCC1=O>N1C=CC=CC=1>[Br:26][C:7]1[N:6]([C@@H:9]2[CH2:13][C@H:12]([CH2:14][OH:15])[CH:11]=[CH:10]2)[C:5]2[CH:16]=[C:17]([Cl:18])[C:2]([Cl:1])=[CH:3][C:4]=2[N:8]=1. Reported procedure: (±)-cis-[4-(5,6-Dichloro-1H-benzimidazol-1-yl)-2-cyclopenten-1-yl]methanol (1.55 g, 5.47 mmol) was acetylated in pyridine (17 mL) with acetic anhydride (0.6 mL) at ambient temperature for 2 days. Volatiles were removed in vacuo and the residual oil partitioned between chloroform and aqueous sodium bicarbonate. The chloroform solution was dried (sodium sulfate) and concentrated to dryness. The residue was dissolved in dry dioxane (10 mL) and the solution brought to reflux. N-bromosuccinimide (930... Reactants: C(C)(=O)[O-].[Na+] (sodium acetate), C(C(=O)O)(=O)O.C(C1=CC=CC=C1)N1CC(CCC1)C1=CC(=C(C=C1)O)O (N-benzyl-3-(3',4'-dihydroxyphenyl)-piperidine oxalate). The solvent is C(C)(=O)OC(C)=O (acetic acid anhydride). Conditions: temperature 20 celsius, time 3 hour. The product is C(C(=O)O)(=O)O.C(C1=CC=CC=C1)N1CC(CCC1)C1=CC(=C(C=C1)OC(C)=O)OC(C)=O (N-benzyl-3-(3',4'-diacetoxyphenyl)-piperidine oxalate). Yield: 224.9%. As a reaction SMILES: [C:1]([O-:4])(=[O:3])[CH3:2].[Na+].[C:6]([OH:11])(=[O:10])[C:7]([OH:9])=[O:8].[CH2:12]([N:19]1[CH2:24][CH2:23][CH2:22][CH:21]([C:25]2[CH:30]=[CH:29][C:28](O)=[C:27]([OH:32])[CH:26]=2)[CH2:20]1)[C:13]1[CH:18]=[CH:17][CH:16]=[CH:15][CH:14]=1>C(OC(=O)C)(=O)C>[C:6]([OH:11])(=[O:10])[C:7]([OH:9])=[O:8].[CH2:12]([N:19]1[CH2:24][CH2:23][CH2:22][CH:21]([C:25]2[CH:30]=[CH:29][C:28]([O:3][C:1](=[O:4])[CH3:2])=[C:27]([O:32][C:7](=[O:8])[CH3:6])[CH:26]=2)[CH2:20]1)[C:13]1[CH:18]=[CH:17][CH:16]=[CH:15][CH:14]=1 |f:0.1,2.3,5.6|. Reported procedure: 9.8 g of anhydrous sodium acetate were added to a mixture of 9.8 g of N-benzyl-3-(3',4'-dihydroxyphenyl)-piperidine oxalate and 120 ml of acetic acid anhydride and the mixture was stirred for 3 hours at 20° C and was filtered. The filter was washed with ethanol and the filtrate was evaporated to dryness under reduced pressure. The residue was taken up in water and ethyl acetate and the solution was made alkaline with an aqueous solution saturated with sodium bicarbonate. The organic phase was de... Reactants: S(=O)(=O)([O-])[O-].[Mg+2] (magnesium sulfate), C(C=CC1=CC=CC=C1)=O (cinnamaldehyde), C=C1CC(=O)O1 (diketene), C(C)(C)O (isopropyl alcohol), Cl (HCl), (S)-2-[N-(3'-tert-butylsalicylidene)amino]-3-methyl-1-butanol. The reagents and catalysts are CC([O-])C.CC([O-])C.CC([O-])C.CC([O-])C.[Ti+4] (titanium tetraisopropoxide). Run in ClCCl (dichloromethane), ClCCl (dichloromethane), C(C)OCC (diethyl ether), ClCCl (dichloromethane). Run at time 1 hour. Product: OC(CC(CC(=O)OC(C)C)=O)C=CC1=CC=CC=C1 (isopropyl 5-hydroxy-3-oxo-7-phenyl-6-heptenoate). Yield: 86.0%. Reaction SMILES: [CH:1](=[O:10])[CH:2]=[CH:3][C:4]1[CH:9]=[CH:8][CH:7]=[CH:6][CH:5]=1.[CH2:11]=[C:12]1[O:16][C:14](=[O:15])[CH2:13]1.[CH:17]([OH:20])([CH3:19])[CH3:18].Cl.S([O-])([O-])(=O)=O.[Mg+2]>CC(C)[O-].CC(C)[O-].CC(C)[O-].CC(C)[O-].[Ti+4].C(OCC)C.ClCCl>[OH:10][CH:1]([CH:2]=[CH:3][C:4]1[CH:9]=[CH:8][CH:7]=[CH:6][CH:5]=1)[CH2:11][C:12](=[O:16])[CH2:13][C:14]([O:20][CH:17]([CH3:19])[CH3:18])=[O:15] |f:4.5,6.7.8.9.10|. Reported procedure: In an atmosphere of argon, 0.725 g (2.7 mmol) of (S)-2-[N-(3'-tert-butylsalicylidene)amino]-3-methyl-1-butanol, 2.5 ml of dichloromethane and 0.74 ml (2.45 mmol) of titanium tetraisopropoxide were placed in a schlenk tube, were stirred at room temperature over 1 hour and were cooled to -20° C. to prepare a dichloromethane solution. To the dichloromethane solution, 0.31 ml (2.45 mmol) of cinnamaldehyde and 1.0 ml (12.5 mmol) of diketene were added in this order, and were vigorously stirred at -20...